Task: describe an organic reaction: reactants, conditions, products, and yield. Dataset: the Open Reaction Database (ORD), a public repository of structured organic reaction records Reactants: C(C)N(C(C(=O)OC)=O)CCC (methyl N-ethyl-N-n-propyloxamate), [OH-].[Na+] (sodium hydroxide). Run in CO (methanol), O (water). Product: C(C)N(C(C(=O)O)=O)CCC (N-ethyl-N-n-propyloxamic acid). The yield is 38.0%. As a reaction SMILES: [CH2:1]([N:3]([CH2:10][CH2:11][CH3:12])[C:4](=[O:9])[C:5]([O:7]C)=[O:6])[CH3:2].[OH-].[Na+]>CO.O>[CH2:1]([N:3]([CH2:10][CH2:11][CH3:12])[C:4](=[O:9])[C:5]([OH:7])=[O:6])[CH3:2] |f:1.2|. Reported procedure: 870 mg (5.0 mmole) of methyl N-ethyl-N-n-propyloxamate was dissolved in 20 ml of methanol. The resulting mixture was stirred under ice-cooling over an ice bath. 594 mg (15 mmole) of sodium hydroxide was dissolved in 10 ml of water and the resulting solution was added dropwise to said mixture. After completion of the dropwise addition, the ice bath was removed and the reaction mixture was stirred for 1 hour at room temperature. After adding 10 ml of 1N aqueous solution of hydrochloric acid, the s...